describe an organic reaction: reactants, conditions, products, and yield From a dataset of the Open Reaction Database (ORD), a public repository of structured organic reaction records. Starting materials: ClCCl, CC1COCCN1c1cc(COS(C)(=O)=O)nc(Cl)n1, [I-], [Na+]. Product: CC1COCCN1c1cc(CI)nc(Cl)n1. As a reaction SMILES: [Cl:23][CH2:24][Cl:25].[Cl:3][c:4]1[n:5][c:6]([CH2:17][O:18][S:19]([CH3:20])(=[O:21])=[O:22])[cH:7][c:8]([N:10]2[CH:11]([CH3:16])[CH2:12][O:13][CH2:14][CH2:15]2)[n:9]1.[I-:2].[Na+:1]>>[I:2][CH2:17][c:6]1[n:5][c:4]([Cl:3])[n:9][c:8]([N:10]2[CH:11]([CH3:16])[CH2:12][O:13][CH2:14][CH2:15]2)[cH:7]1. Reactants: O=C(n1ccnc1)n1ccnc1, CS(N)(=O)=O, COc1ccc(Cl)cc1C1NC(=O)CC(c2cc(Cl)ccc2OC(C)(C)C(=O)O)C12C(=O)Nc1cc(Cl)ccc12, [H-], [Na+], CN(C)C=O, O. Product: COc1ccc(Cl)cc1C1NC(=O)CC(c2cc(Cl)ccc2OC(C)(C)C(=O)NS(C)(=O)=O)C12C(=O)Nc1cc(Cl)ccc12. As a reaction SMILES: [C:41]([n:42]1[cH:43][cH:44][n:45][cH:46]1)([n:47]1[cH:48][cH:49][n:50][cH:51]1)=[O:52].[CH3:53][S:54](=[O:55])(=[O:56])[NH2:57].[Cl:1][c:2]1[cH:3][cH:4][c:5]2[c:9]([cH:10]1)[NH:8][C:7](=[O:11])[C:6]21[CH:12]([c:32]2[c:33]([O:39][CH3:40])[cH:34][cH:35][c:36]([Cl:38])[cH:37]2)[NH:13][C:14](=[O:31])[CH2:15][CH:16]1[c:17]1[c:18]([O:24][C:25]([CH3:26])([CH3:27])[C:28](=[O:29])[OH:30])[cH:19][cH:20][c:21]([Cl:23])[cH:22]1.[H-:59].[Na+:58].[O:60]=[CH:61][N:62]([CH3:63])[CH3:64].[OH2:65]>>[Cl:1][c:2]1[cH:3][cH:4][c:5]2[c:9]([cH:10]1)[NH:8][C:7](=[O:11])[C:6]21[CH:12]([c:32]2[c:33]([O:39][CH3:40])[cH:34][cH:35][c:36]([Cl:38])[cH:37]2)[NH:13][C:14](=[O:31])[CH2:15][CH:16]1[c:17]1[c:18]([O:24][C:25]([CH3:26])([CH3:27])[C:28](=[O:29])[NH:57][S:54]([CH3:53])(=[O:55])=[O:56])[cH:19][cH:20][c:21]([Cl:23])[cH:22]1. Starting materials: [H-], [Na+], Clc1cc(N2CCOCC2)nc(Cl)n1, C1CCOC1, OCCN1CCOCC1. Product: Clc1cc(N2CCOCC2)nc(OCCN2CCOCC2)n1. As a reaction SMILES: [H-:24].[Na+:25].[O:1]1[CH2:2][CH2:3][N:4]([c:7]2[cH:8][c:9]([Cl:14])[n:10][c:11]([Cl:13])[n:12]2)[CH2:5][CH2:6]1.[O:26]1[CH2:27][CH2:28][CH2:29][CH2:30]1.[OH:15][CH2:16][CH2:17][N:18]1[CH2:19][CH2:20][O:21][CH2:22][CH2:23]1>>[O:1]1[CH2:2][CH2:3][N:4]([c:7]2[cH:8][c:9]([Cl:14])[n:10][c:11]([O:15][CH2:16][CH2:17][N:18]3[CH2:19][CH2:20][O:21][CH2:22][CH2:23]3)[n:12]2)[CH2:5][CH2:6]1. Starting materials: CS(C)=O, O=C(CCl)Nc1ccccc1, O=C(OC1CN2CCC1CC2)C(O)(c1ccccc1)c1ccccc1. Product: [Cl-], O=C(C[N+]12CCC(CC1)C(OC(=O)C(O)(c1ccccc1)c1ccccc1)C2)Nc1ccccc1. RXN SMILES: [CH3:37][S:38]([CH3:39])=[O:40].[Cl:26][CH2:27][C:28](=[O:29])[NH:30][c:31]1[cH:32][cH:33][cH:34][cH:35][cH:36]1.[N:1]12[CH2:2][CH:3]([O:9][C:10]([C:11]([c:12]3[cH:13][cH:14][cH:15][cH:16][cH:17]3)([c:18]3[cH:19][cH:20][cH:21][cH:22][cH:23]3)[OH:24])=[O:25])[CH:4]([CH2:5][CH2:6]1)[CH2:7][CH2:8]2>>[Cl-:26].[N+:1]12([CH2:27][C:28](=[O:29])[NH:30][c:31]3[cH:32][cH:33][cH:34][cH:35][cH:36]3)[CH2:2][CH:3]([O:9][C:10]([C:11]([c:12]3[cH:13][cH:14][cH:15][cH:16][cH:17]3)([c:18]3[cH:19][cH:20][cH:21][cH:22][cH:23]3)[OH:24])=[O:25])[CH:4]([CH2:5][CH2:6]1)[CH2:7][CH2:8]2. RXN SMILES: [CH2:28]1[O:29][CH2:30][CH2:31][CH2:32]1.[CH:10]([N:11]([CH:12]([CH3:13])[CH3:14])[CH2:15][CH3:16])([CH3:17])[CH3:18].[CH:19]1([c:22]2[n:23][nH:24][c:25]([NH2:27])[cH:26]2)[CH2:20][CH2:21]1.[CH:33]([OH:34])([CH3:35])[CH3:36].[Cl:1][c:2]1[n:3][c:4]([Cl:5])[n:6][c:7]([Cl:8])[n:9]1>>[c:2]1([NH:27][c:25]2[nH:24][n:23][c:22]([CH:19]3[CH2:20][CH2:21]3)[cH:26]2)[n:3][c:4]([Cl:5])[n:6][c:7]([Cl:8])[n:9]1. Reactants: C1CCOC1, CCN(C(C)C)C(C)C, Nc1cc(C2CC2)n[nH]1, CC(C)O, Clc1nc(Cl)nc(Cl)n1. Yields the product Clc1nc(Cl)nc(Nc2cc(C3CC3)n[nH]2)n1. Conditions: time 96 hour. Procedure: A dry round bottom flask was charged with a 0.3 M (20.0 mmol) solution of 3-bromobutan-2-one. Acetylguanidine (60.0 mmol) in dry DMF was added to the mixture. The mixture was stirred at room temperature for 96 hours. The solvent was evaporated off and the residue was washed with water, filtered, dried and recrystallized with methanol to give crude N-(4,5-dimethyl-1H-imidazol-2-yl)acetamide. This material was suspended in 100 mL of 1:1 MeOH:H2O solution with 1.5 mL of H2SO4, and heated to reflux ... The product is CC=1N=C(NC1C)NC(C)=O (N-(4,5-dimethyl-1H-imidazol-2-yl)acetamide). The reactants are solution, BrC(C(C)=O)C (3-bromobutan-2-one), C(C)(=O)NC(=N)N (Acetylguanidine). RXN SMILES: Br[CH:2]([CH3:6])[C:3](=O)[CH3:4].[C:7]([NH:10][C:11]([NH2:13])=[NH:12])(=[O:9])[CH3:8]>CN(C=O)C>[CH3:4][C:3]1[N:12]=[C:11]([NH:10][C:7](=[O:9])[CH3:8])[NH:13][C:2]=1[CH3:6]. Run in CN(C)C=O (DMF). The reactants are Cc1oc(=O)oc1CBr, CCCC1CCNC(C(=O)NC(C(C)Cl)C2OC(SC)C(O)C(O)C2O)CC1, CN(C)C=O. Yields the product CCCC1CCC(C(=O)NC(C(C)Cl)C2OC(SC)C(O)C(O)C2O)N(Cc2oc(=O)oc2C)CC1. Reaction SMILES: [Br:29][CH2:30][c:31]1[o:32][c:33](=[O:37])[o:34][c:35]1[CH3:36].[Cl:1][CH:2]([CH:3]([CH:4]1[O:5][CH:6]([S:13][CH3:14])[CH:7]([OH:12])[CH:8]([OH:11])[CH:9]1[OH:10])[NH:15][C:16](=[O:17])[CH:18]1[NH:19][CH2:20][CH2:21][CH:22]([CH2:25][CH2:26][CH3:27])[CH2:23][CH2:24]1)[CH3:28].[O:38]=[CH:39][N:40]([CH3:41])[CH3:42]>>[Cl:1][CH:2]([CH:3]([CH:4]1[O:5][CH:6]([S:13][CH3:14])[CH:7]([OH:12])[CH:8]([OH:11])[CH:9]1[OH:10])[NH:15][C:16](=[O:17])[CH:18]1[N:19]([CH2:30][c:31]2[o:32][c:33](=[O:37])[o:34][c:35]2[CH3:36])[CH2:20][CH2:21][CH:22]([CH2:25][CH2:26][CH3:27])[CH2:23][CH2:24]1)[CH3:28]. The reactants are methanolic solution, C[O-].[Na+] (sodium methoxide), FC1=CC=C(C=C1)[C@@]1(O[C@H]1C)CN1N=CN=C1 ((2R,3S)-2-(4-fluorophenyl)-3-methyl-2-[(1H-1,2,4-triazol-1-yl)methyl]oxirane), C(C)(=O)S[C@@H]1CO[C@@H](OC1)C1=CC=CC=C1 (cis-5-(acetylthio)-2-phenyl-1,3-dioxane). Run in C(C)O (ethanol). Conditions: temperature 80 celsius, time 5 hour. Yields the product FC1=CC=C(C=C1)[C@@](CN1N=CN=C1)([C@@H](C)S[C@@H]1CO[C@@H](OC1)C1=CC=CC=C1)O ((2R,3R)-2-(4-Fluorophenyl)-3-[(cis-2-phenyl-1,3-dioxan-5-yl)thio]-1-(1H-1,2,4-triazol-1-yl)-2-butanol). The yield is 72.2%. Reaction SMILES: C[O-].[Na+].[F:4][C:5]1[CH:10]=[CH:9][C:8]([C@@:11]2([CH2:15][N:16]3[CH:20]=[N:19][CH:18]=[N:17]3)[C@H:13]([CH3:14])[O:12]2)=[CH:7][CH:6]=1.C([S:24][C@H:25]1[CH2:30][O:29][C@@H:28]([C:31]2[CH:36]=[CH:35][CH:34]=[CH:33][CH:32]=2)[O:27][CH2:26]1)(=O)C>C(O)C>[F:4][C:5]1[CH:10]=[CH:9][C:8]([C@:11]([OH:12])([C@H:13]([S:24][C@H:25]2[CH2:26][O:27][C@@H:28]([C:31]3[CH:36]=[CH:35][CH:34]=[CH:33][CH:32]=3)[O:29][CH2:30]2)[CH3:14])[CH2:15][N:16]2[CH:20]=[N:19][CH:18]=[N:17]2)=[CH:7][CH:6]=1 |f:0.1|. Procedure: 1 ml (0.59 mmol) of a 4.8 M methanolic solution of sodium methoxide was added to a solution of 2.33 g (10 mmol) of (2R,3S)-2-(4-fluorophenyl)-3-methyl-2-[(1H-1,2,4-triazol-1-yl)methyl]oxirane [prepared as described in Chem. Pharm. Bull., 43, 441-449 (1995)] and 2.38 g (10 mmol) of cis-5-(acetylthio)-2-phenyl-1,3-dioxane [prepared as descripted in Step 6(i) above] in 40 ml of ethanol. The resulting mixture was stirred at 80° C. for 5 hours. After cooling, the reaction mixture was partitioned betw... Starting materials: [Si](C1=CC=CC=C1)(C1=CC=CC=C1)(C(C)(C)C)O[C@H]1C[C@@H](O[C@@H]1CI)N1C(=O)NC(=O)C(C)=C1 (3'-O-(t-Butyldiphenylsilyl)-5'-Deoxy-5'-Iodothymidine), CC(C)(C#N)N=NC(C)(C)C#N (AIBN). Run in C1(=CC=CC=C1)C (toluene). Conditions: temperature 65 celsius. Yields the product [Si](C1=CC=CC=C1)(C1=CC=CC=C1)(C(C)(C)C)O[C@H]1C[C@@H](O[C@@H]1CCC=C)N1C(=O)NC(=O)C(C)=C1 (3'-O-(t-Butyldiphenylsilyl)-5'-Deoxy-5'-C-Allylthymidine). Reaction SMILES: [Si:1]([O:18][C@@H:19]1[C@@H:23]([CH2:24]I)[O:22][C@@H:21]([N:26]2[CH:34]=[C:32]([CH3:33])[C:30](=[O:31])[NH:29][C:27]2=[O:28])[CH2:20]1)([C:14]([CH3:17])([CH3:16])[CH3:15])([C:8]1[CH:13]=[CH:12][CH:11]=[CH:10][CH:9]=1)[C:2]1[CH:7]=[CH:6][CH:5]=[CH:4][CH:3]=1.[CH3:35][C:36](N=NC(C#N)(C)C)(C#N)[CH3:37]>C1(C)C=CC=CC=1>[Si:1]([O:18][C@@H:19]1[C@@H:23]([CH2:24][CH2:37][CH:36]=[CH2:35])[O:22][C@@H:21]([N:26]2[CH:34]=[C:32]([CH3:33])[C:30](=[O:31])[NH:29][C:27]2=[O:28])[CH2:20]1)([C:14]([CH3:17])([CH3:16])[CH3:15])([C:8]1[CH:13]=[CH:12][CH:11]=[CH:10][CH:9]=1)[C:2]1[CH:7]=[CH:6][CH:5]=[CH:4][CH:3]=1. Procedure details: A stirred solution of 3'-O-(t-butyldiphenylsilyl)-5'-deoxy-5'-iododthymidine (12, 1.77 g, 3 mmol), allytributyltin (2.97 g, 9 mmol) and AIBN (0.54 g, 3.3 mmol) in dry toluene (30 ml) was degassed completely and heated at 65° C. for 6 hr. The solution was cooled and concentrated under vacuo. The residue was purified by silica gel column chromatography and on elution with hexanes:EtOAc (1:1, v/v) furnished the title compound as homogeneous material. Appropriate fractions were pooled and evaporated...